This data is from the Open Reaction Database (ORD), a public repository of structured organic reaction records. The task is: describe an organic reaction: reactants, conditions, products, and yield Starting materials: FC=1C=CC(=C(C1)CO)[N+](=O)[O-] ((5-fluoro-2-nitrophenyl)methanol), [Cr](=O)(=O)([O-])O[Cr](=O)(=O)[O-] (dichromate). The product is FC=1C=CC(=C(C=O)C1)[N+](=O)[O-] (5-Fluoro-2-nitrobenzaldehyde). Reported procedure: Dissolve (5-fluoro-2-nitrophenyl)methanol (13.92 g, 81.08 mmol) in dichloromethane (284 mL). Add 4 Å molecular sieves (73 g) and pyridiniun dichromate (36.58 g, 97.3 mmol). Stir the mixture at 20° C. for 6 hours. Filter the crude reaction mixture through a short silica gel column. Remove the solvent under reduced pressure and purify the residue by flash chromatography (silica gel, 10-20% ethyl acetate/hexane) to obtain 9.43 g (69%) of title compound as colorless oil. Run at temperature 20 celsius, time 6 hour. Isolated yield 68.8%. As a reaction SMILES: [F:1][C:2]1[CH:3]=[CH:4][C:5]([N+:10]([O-:12])=[O:11])=[C:6]([CH2:8][OH:9])[CH:7]=1.[Cr](O[Cr]([O-])(=O)=O)([O-])(=O)=O>ClCCl>[F:1][C:2]1[CH:3]=[CH:4][C:5]([N+:10]([O-:12])=[O:11])=[C:6]([CH:7]=1)[CH:8]=[O:9]. Run in ClCCl (dichloromethane).